Task: describe an organic reaction: reactants, conditions, products, and yield. Dataset: the Open Reaction Database (ORD), a public repository of structured organic reaction records The reactants are CC1=C(C=CC=C1)C(C#N)C(C)C (2-(2-methylphenyl)-3-methylbutyronitrile), C(C)OC(CCCl)OCC (3,3-diethoxypropylchloride), [NH2-].[Na+] (sodium amide). Run in C1(=CC=CC=C1)C (toluene), O (water). Conditions: time 6 hour. Product: CC1=C(C=CC=C1)C(C#N)CCC (2-methylphenyl-valeronitrile), C=CCCC(=O)O (4 Pa). As a reaction SMILES: [CH3:1][C:2]1[CH:7]=[CH:6][CH:5]=[CH:4][C:3]=1[CH:8]([CH:11]([CH3:13])C)[C:9]#[N:10].[CH2:14]([O:16][CH:17]([O:21]CC)[CH2:18][CH2:19]Cl)C.[NH2-].[Na+]>C1(C)C=CC=CC=1.O>[CH3:1][C:2]1[CH:7]=[CH:6][CH:5]=[CH:4][C:3]=1[CH:8]([CH2:11][CH2:13][CH3:14])[C:9]#[N:10].[CH2:1]=[CH:2][CH2:19][CH2:18][C:17]([OH:16])=[O:21] |f:2.3|. Reported procedure: To a boiling solution of 2-(2-methylphenyl)-3-methylbutyronitrile (Herz W., J.Am.Chem.Soc. 80, 3139, 1958) (207.9 g) and 86% 3,3-diethoxypropylchloride (154 g) in anhydrous toluene (1250 ml) is dropped during about 50 minutes under stirring 107.7 g of a 50% toluenic sodium amide suspension (NaNH2 content 53.8 g) and the mixture is refluxed under continuous stirring for 6 hours. On subsequent cooling, the stirred mixture is diluted with water (300 ml), the toluenic portion is separated and the aq... Reactants: CO (methanol), ClC1=CC=2C3=C(N(C2C=C1)C)C(=C(N(S3(=O)=O)C)C(=O)OC)O (methyl 8-chloro-2,5-dihydro-2,5-dimethyl-4-hydroxy-1,2-thiazino[5,6-b]indole-3-carboxylate 1,1-dioxide), NC=1SC=CN1 (2-amino-thiazole), B(OCCCC)(OCCCC)OCCCC (tri-n-butyl borate). Solvent: C=1(C(=CC=CC1)C)C (xylene). Product: ClC1=CC=2C3=C(N(C2C=C1)C)C(=C(N(S3(=O)=O)C)C(=O)NC=3SC=CN3)O (8-chloro-2,5-dihydro-2,5-dimethyl-4-hydroxy-N-(2-thiazolyl)-1,2-thiazino[5,6-b]indole-3-carboxamide-1,1-dioxide). Isolated yield 70.0%. RXN SMILES: [Cl:1][C:2]1[CH:10]=[CH:9][C:8]2[N:7]([CH3:11])[C:6]3[C:12]([OH:23])=[C:13]([C:19]([O:21]C)=O)[N:14]([CH3:18])[S:15](=[O:17])(=[O:16])[C:5]=3[C:4]=2[CH:3]=1.[NH2:24][C:25]1[S:26][CH:27]=[CH:28][N:29]=1.B(OCCCC)(OCCCC)OCCCC.CO>C1(C)C(C)=CC=CC=1>[Cl:1][C:2]1[CH:10]=[CH:9][C:8]2[N:7]([CH3:11])[C:6]3[C:12]([OH:23])=[C:13]([C:19]([NH:24][C:25]4[S:26][CH:27]=[CH:28][N:29]=4)=[O:21])[N:14]([CH3:18])[S:15](=[O:17])(=[O:16])[C:5]=3[C:4]=2[CH:3]=1. Procedure: 3.0 gm (8.4 millimols) of methyl 8-chloro-2,5-dihydro-2,5-dimethyl-4-hydroxy-1,2-thiazino[5,6-b]indole-3-carboxylate 1,1-dioxide, 0.9 gm (9 millimols) of 2-amino-thiazole and 50 mgm of tri-n-butyl borate were refluxed in 300 ml of dry xylene for 6 hours. The methanol released by the reaction was separated by means of a 4-A-molecular sieve in a Soxhlet-attachment. 3.1 gm of crystals were separated from the cooled reaction mixture by filtration and subsequently boiled in a mixture of 100 ml of ace... Yields the product C[C@@H]1C[C@@H](C=C2[C@]1(C[C@@H](CC2)C(=C)C)C)O (nootkatol). Solvent: C(C)#N (acetonitrile). Reaction SMILES: C[C@H]1[C@]2(C)C[C@H](C(C)=C)CCC2=CCC1.ON1C(=O)C2=CC=CC=C2C1=O.[CH3:28][C@H:29]1[C@:35]2([CH3:43])[CH2:36][C@H:37]([C:40]([CH3:42])=[CH2:41])[CH2:38][CH2:39][C:34]2=[CH:33][C:31](=[O:32])[CH2:30]1>O.O.O.O.C([O-])(=O)C.[Co+2].C([O-])(=O)C.CC(CC(C)=O)=O.CC(CC(C)=O)=O.CC(CC(C)=O)=O.[Co].C(#N)C>[CH3:28][C@H:29]1[C@:35]2([CH3:43])[CH2:36][C@H:37]([C:40]([CH3:42])=[CH2:41])[CH2:38][CH2:39][C:34]2=[CH:33][C@@H:31]([OH:32])[CH2:30]1 |f:3.4.5.6.7.8.9,10.11.12.13|. Reaction conditions: temperature 40 celsius, time 2 hour. Reported procedure: In a flask 316.1 g (1.1 mol) of valencene with a purity of 71% by weight, 22.28 g (0.14 mol) of N-hydroxyphthalimide, 6.97 g (0.028 mol) of cobalt(II) acetate tetrahydrate, 29.93 g (0.084 mol) of tris(acetylacetonato)cobalt(III), and 3230 g of acetonitrile were placed and were stirred at 40° C. at a pressure of 13 kgf/cm2 (=1.3 MPa) for 2 hours under flow of air at a rate of 150 L (under standard conditions) per hour. The resulting mixture was further treated with 22.84 g (0.14 mol) of N-hydroxy... The reagents and catalysts are O.O.O.O.C(C)(=O)[O-].[Co+2].C(C)(=O)[O-] (cobalt(II) acetate tetrahydrate), CC(=O)CC(=O)C.CC(=O)CC(=O)C.CC(=O)CC(=O)C.[Co] (tris(acetylacetonato)cobalt(III)). Reactants: C[C@@H]1CC(=O)C=C2[C@]1(C[C@@H](CC2)C(=C)C)C (nootkatone), ON1C(C=2C(C1=O)=CC=CC2)=O (N-hydroxyphthalimide), C[C@@H]1CCC=C2[C@]1(C[C@@H](CC2)C(=C)C)C (valencene), ON1C(C=2C(C1=O)=CC=CC2)=O (N-hydroxyphthalimide). The reactants are solution, C[Si](C)(C)[N-][Si](C)(C)C.[Na+] (sodium bistrimethylsilylamide), C(C)(C)OP(OC(C)C)(=O)CP(=O)(OCC)CCCCCCCCCC=C (((10-undecenyl)-ethoxyphosphinyl) methylphosphonic acid diisopropyl ester), C1=CC=C(C=C1)S(=O)(=O)N(F)S(=O)(=O)C2=CC=CC=C2 (n-fluorobenzenesulfonimide), [Cl-].[NH4+] (ammonium chloride). Solvent: O (water), O1CCCC1 (tetrahydrofuran), O1CCCC1 (tetrahydrofuran), O1CCCC1 (tetrahydrofuran). Reaction conditions: temperature -78 celsius, time 3 hour. Product: FOP(O)(=O)CP(=O)(OCC)CCCCCCCCCC=C (Fluoro((10-undecenyl)-ethoxyphosphinyl) methylphosphonic acid). Isolated yield 33.4%. As a reaction SMILES: C[Si]([N-][Si](C)(C)C)(C)C.[Na+].C([O:14][P:15]([CH2:21][P:22]([CH2:27][CH2:28][CH2:29][CH2:30][CH2:31][CH2:32][CH2:33][CH2:34][CH2:35][CH:36]=[CH2:37])([O:24][CH2:25][CH3:26])=[O:23])(=[O:20])[O:16]C(C)C)(C)C.C1C=CC(S(N(S(C2C=CC=CC=2)(=O)=O)[F:48])(=O)=O)=CC=1.[Cl-].[NH4+]>O1CCCC1.O>[F:48][O:14][P:15]([CH2:21][P:22]([CH2:27][CH2:28][CH2:29][CH2:30][CH2:31][CH2:32][CH2:33][CH2:34][CH2:35][CH:36]=[CH2:37])([O:24][CH2:25][CH3:26])=[O:23])(=[O:20])[OH:16] |f:0.1,4.5|. Procedure: A 1 M solution of sodium bistrimethylsilylamide in tetrahydrofuran (30 mL, 30 mmol) was added dropwise with stirring to ((10-undecenyl)-ethoxyphosphinyl) methylphosphonic acid diisopropyl ester (11 g, 25.9 mmol) in anhydrous tetrahydrofuran (100 mL) at −78° C. under a nitrogen atmosphere. After the addition was complete (15 minutes) the solution was stirred for 45 minutes after which n-fluorobenzenesulfonimide (10 g, 31.7 mmol) in anhydrous tetrahydrofuran (30 mL) was added. The reaction was sti... Starting materials: CC(=O)N1CCc2cc(C(=O)CBr)ccc21, CC[SiH](CC)CC, O=C(O)C(F)(F)F. Product: CC(=O)N1CCc2cc(CCBr)ccc21. RXN SMILES: [C:8]([CH3:9])(=[O:10])[N:11]1[CH2:12][CH2:13][c:14]2[cH:15][c:16]([C:20]([CH2:21][Br:22])=[O:23])[cH:17][cH:18][c:19]21.[CH2:1]([SiH:2]([CH2:3][CH3:4])[CH2:5][CH3:6])[CH3:7].[OH:24][C:25]([C:26]([F:27])([F:28])[F:29])=[O:30]>>[C:8]([CH3:9])(=[O:10])[N:11]1[CH2:12][CH2:13][c:14]2[cH:15][c:16]([CH2:20][CH2:21][Br:22])[cH:17][cH:18][c:19]21. Starting materials: C(C)(=S)[O-].[K+] (Potassium thioacetate), C(C=C)OC(=O)N1C[C@@H](C[C@H]1C=CC1=CN2C(S1)=CN=C2)OS(=O)(=O)C ((3R,5S)-1-allyloxycarbonyl-3-methane sulfonyloxy-5-[2-(imidazo[5,1-b]thiazol-2-yl)vinyl]pyrrolidine), C(C)(=O)OCC (Ethyl acetate). Solvent: CN(C)C=O (DMF). Conditions: temperature 70 celsius, time 4 hour. The product is C(C)(=O)S[C@@H]1CN([C@@H](C1)C=CC1=CN2C(S1)=CN=C2)C(=O)OCC=C ((3S,5S)-3-Acetylthio-1-allyloxycarbonyl-5-[2-(imidazo[5,1-b]thiazol-2-yl)vinyl]pyrrolidine). The yield is 57.8%. As a reaction SMILES: [C:1]([O-:4])(=[S:3])[CH3:2].[K+].[CH2:6]([O:9][C:10]([N:12]1[C@H:16]([CH:17]=[CH:18][C:19]2[S:23][C:22]3=[CH:24][N:25]=[CH:26][N:21]3[CH:20]=2)[CH2:15][C@@H:14](OS(C)(=O)=O)[CH2:13]1)=[O:11])[CH:7]=[CH2:8].C(OCC)(=O)C>CN(C=O)C>[C:1]([S:3][C@H:14]1[CH2:15][C@@H:16]([CH:17]=[CH:18][C:19]2[S:23][C:22]3=[CH:24][N:25]=[CH:26][N:21]3[CH:20]=2)[N:12]([C:10]([O:9][CH2:6][CH:7]=[CH2:8])=[O:11])[CH2:13]1)(=[O:4])[CH3:2] |f:0.1|. Procedure: Potassium thioacetate (0.22 g) is added to a solution of 1.07 g of (3R,5S)-1-allyloxycarbonyl-3-methane sulfonyloxy-5-[2-(imidazo[5,1-b]thiazol-2-yl)vinyl]pyrrolidine (a mixture of geometrical isomers) in 5 ml of DMF, and the mixture is stirred at 70° C. for 4 hr. Ethyl acetate is added to the reaction mixture, and the mixture is successively washed with water and a saturated aqueous sodium hydrogencarbonate solution, and saturated saline and dried over magnesium sulfate. The solvent is removed ... The reactants are C=O, O=CO, CN1CCN(c2nc3cc(Cl)c(N)cc3o2)CC1. Product: CNc1cc2oc(N3CCN(C)CC3)nc2cc1Cl. RXN SMILES: [CH2:19]=[O:20].[CH:21]([OH:22])=[O:23].[NH2:1][c:2]1[cH:3][c:4]2[c:5]([n:6][c:7]([N:9]3[CH2:10][CH2:11][N:12]([CH3:15])[CH2:13][CH2:14]3)[o:8]2)[cH:16][c:17]1[Cl:18]>>[NH:1]([c:2]1[cH:3][c:4]2[c:5]([n:6][c:7]([N:9]3[CH2:10][CH2:11][N:12]([CH3:15])[CH2:13][CH2:14]3)[o:8]2)[cH:16][c:17]1[Cl:18])[CH3:19]. Procedure: Dissolve 5-phenylethynylpyridine-3-carbaldehyde (0.20 g, 0.97 mmol), (prepared essentially as described in EXAMPLE 5), in ethanol (2.0 mL) and sequentially add potassium carbonate (0.67 g, 4.8 mmol) and methoxylamine hydrochloride (0.64 g, 5.6 mmol). Heat at reflux overnight, cool to room temperature and filter. Concentrate and purify by silica gel chromatography, eluting with a linear gradient of 90:10 to 50:50 hexanes:ethyl acetate to obtain the free base of the title compound as a colorless o... The reactants are C1(=CC=CC=C1)C#CC=1C=C(C=NC1)C=O (5-phenylethynylpyridine-3-carbaldehyde), C([O-])([O-])=O.[K+].[K+] (potassium carbonate), Cl.O(C)N (methoxylamine hydrochloride). Yields the product Cl.CO\N=C\C=1C=NC=C(C1)C#CC1=CC=CC=C1 ((E)-5-Phenylethynylpyridine-3-carbaldehyde O-methyloxime hydrochloride). Run in C(C)O (ethanol). As a reaction SMILES: [C:1]1([C:7]#[C:8][C:9]2[CH:10]=[C:11]([CH:15]=O)[CH:12]=[N:13][CH:14]=2)[CH:6]=[CH:5][CH:4]=[CH:3][CH:2]=1.C(=O)([O-])[O-].[K+].[K+].[ClH:23].[O:24]([NH2:26])[CH3:25]>C(O)C>[ClH:23].[CH3:25][O:24]/[N:26]=[CH:15]/[C:11]1[CH:12]=[N:13][CH:14]=[C:9]([C:8]#[C:7][C:1]2[CH:2]=[CH:3][CH:4]=[CH:5][CH:6]=2)[CH:10]=1 |f:1.2.3,4.5,7.8|. Reactants: Cl.Cl.N1(C=NC=C1)CC1=CC=C(C=C1)S(=O)(=O)N1CC(N(CC1)CC1CCNCC1)=O (4-[4-(1H-imidazol-1-ylmethyl)benzenesulfonyl]-1-(piperidin-4-ylmethyl)-2-piperazinone dihydrochloride), Cl.ClC1=NC=CC=C1 (chloropyridine hydrochloride), C([O-])(O)=O.[Na+] (sodium bicarbonate). Reaction conditions: time 15 hour. The product is N1(C=NC=C1)CC1=CC=C(C=C1)S(=O)(=O)N1CC(N(CC1)CC1CCN(CC1)C1=CC=NC=C1)=O (4-[4-(1H-imidazol-1-ylmethyl)benzenesulfonyl]-1-[1-(4-pyridyl)piperidin-4-ylmethyl]-2-piperazinone). Isolated yield 48.4%. Reaction SMILES: Cl.Cl.[N:3]1([CH2:8][C:9]2[CH:14]=[CH:13][C:12]([S:15]([N:18]3[CH2:23][CH2:22][N:21]([CH2:24][CH:25]4[CH2:30][CH2:29][NH:28][CH2:27][CH2:26]4)[C:20](=[O:31])[CH2:19]3)(=[O:17])=[O:16])=[CH:11][CH:10]=2)[CH:7]=[CH:6][N:5]=[CH:4]1.Cl.Cl[C:34]1[CH:39]=[CH:38][CH:37]=[CH:36][N:35]=1.C(=O)(O)[O-].[Na+]>>[N:3]1([CH2:8][C:9]2[CH:10]=[CH:11][C:12]([S:15]([N:18]3[CH2:23][CH2:22][N:21]([CH2:24][CH:25]4[CH2:30][CH2:29][N:28]([C:38]5[CH:37]=[CH:36][N:35]=[CH:34][CH:39]=5)[CH2:27][CH2:26]4)[C:20](=[O:31])[CH2:19]3)(=[O:16])=[O:17])=[CH:13][CH:14]=2)[CH:7]=[CH:6][N:5]=[CH:4]1 |f:0.1.2,3.4,5.6|. Reported procedure: A mixture of 4-[4-(1H-imidazol-1-ylmethyl)benzenesulfonyl]-1-(piperidin-4-ylmethyl)-2-piperazinone dihydrochloride (209 mg) and chloropyridine hydrochloride (93 mg) was added to sodium bicarbonate solution, and the mixture was extracted with dichloromethane (twice), dried and concentrated. To the residue was added isoamylalcohol (10 ml), and the mixture was stirred at 130% for 15 hours. The reaction solution was concentrated, and the residue was dissolved in dichloromethane. The solution was was... Starting materials: C(C)OC(=O)[C@H]1[C@@H](CC(C1)O)C(NC1(CC1)C#N)=O ((1R,2R)-2-(1-cyano-cyclopropylcarbamoyl)-4-hydroxy-cyclopentanecarboxylic acid ethyl ester), S(C)(=O)(=O)[O-] (mesylate). Product: C(C)OC(=O)[C@H]1[C@@H](CC(C1)OS(=O)(=O)C)C(NC1(CC1)C#N)=O ((1R,2R)-2-(1-cyano-cyclopropylcarbamoyl)-4-methanesulfonyloxy-cyclopentanecarboxylic acid ethyl ester). Reaction SMILES: [CH2:1]([O:3][C:4]([C@@H:6]1[CH2:10][CH:9]([OH:11])[CH2:8][C@H:7]1[C:12](=[O:19])[NH:13][C:14]1([C:17]#[N:18])[CH2:16][CH2:15]1)=[O:5])[CH3:2].[S:20]([O-])(=[O:23])(=[O:22])[CH3:21]>>[CH2:1]([O:3][C:4]([C@@H:6]1[CH2:10][CH:9]([O:11][S:20]([CH3:21])(=[O:23])=[O:22])[CH2:8][C@H:7]1[C:12](=[O:19])[NH:13][C:14]1([C:17]#[N:18])[CH2:16][CH2:15]1)=[O:5])[CH3:2]. Reported procedure: The mixture of (1R,2R,4R) and (1R,2R,4S)-2-(1-cyano-cyclopropylcarbamoyl)-4-hydroxy-cyclopentanecarboxylic acid ethyl ester from step 2 was converted to the corresponding mesylate according to the procedure from example 1, step 4 to give (1R,2R)-2-(1-cyano-cyclopropylcarbamoyl)-4-methanesulfonyloxy-cyclopentanecarboxylic acid ethyl ester as a 2:1 mixture of epimers as a colorless solid. MS: 345.0 (M+H)+.